From a dataset of the Open Reaction Database (ORD), a public repository of structured organic reaction records. describe an organic reaction: reactants, conditions, products, and yield The reactants are CC1=NC=C(C(=O)OCC)C=C1 (ethyl 6-methylnicotinate), C[O-].[Na+] (sodium methoxide), CSC1=CC=C(C=C1)CC#N (4-(methylthio)phenylacetonitrile). The solvent is C1(=CC=CC=C1)C (toluene), C1(=CC=CC=C1)C (toluene). Yields the product CSC1=CC=C(C=C1)C(C(=O)C=1C=NC(=CC1)C)C#N (3-[2-(4-(methylthio)phenyl)-2-cyanoacetyl](6-methyl)pyridine). As a reaction SMILES: [CH3:1][C:2]1[CH:12]=[CH:11][C:5]([C:6]([O:8]CC)=O)=[CH:4][N:3]=1.C[O-].[Na+].[CH3:16][S:17][C:18]1[CH:23]=[CH:22][C:21]([CH2:24][C:25]#[N:26])=[CH:20][CH:19]=1>C1(C)C=CC=CC=1>[CH3:16][S:17][C:18]1[CH:23]=[CH:22][C:21]([CH:24]([C:25]#[N:26])[C:6]([C:5]2[CH:4]=[N:3][C:2]([CH3:1])=[CH:12][CH:11]=2)=[O:8])=[CH:20][CH:19]=1 |f:1.2|. Procedure: Under an atmosphere of nitrogen, a mixture of 38.5 g (250 mmol) of ethyl 6-methylnicotinate, 29.9 g (500 mmol) of sodium methoxide (90.5%) and 300 ml of toluene was added, at 85-90° C. and over the course of 30 min, to a solution of 47.3 g (250 mmol) of 4-(methylthio)phenylacetonitrile in 75 ml of toluene. This mixture was stirred under reflux for 14 h, then distilled until the overhead temperature exceeded 110° C. and kept at reflux for another 6 h. The reaction mixture was poured into 500 g of... The reactants are [BH4-], COc1ccc(C=O)cc1OC, CO, Cl, [Na+], [Na+], [OH-], CC(N)c1nc(-c2ccccc2)c[nH]1. As a reaction SMILES: [BH4-:27].[CH3:15][O:16][c:17]1[cH:18][cH:19][c:20]([CH:21]=[O:22])[cH:23][c:24]1[O:25][CH3:26].[CH3:32][OH:33].[ClH:29].[Na+:28].[Na+:31].[OH-:30].[c:1]1(-[c:7]2[n:8][c:9]([CH:12]([CH3:13])[NH2:14])[nH:10][cH:11]2)[cH:2][cH:3][cH:4][cH:5][cH:6]1>>[c:1]1(-[c:7]2[n:8][c:9]([CH:12]([CH3:13])[NH:14][CH2:21][c:20]3[cH:19][cH:18][c:17]([O:16][CH3:15])[c:24]([O:25][CH3:26])[cH:23]3)[nH:10][cH:11]2)[cH:2][cH:3][cH:4][cH:5][cH:6]1. The product is COc1ccc(CNC(C)c2nc(-c3ccccc3)c[nH]2)cc1OC. Reactants: compound 13, C(C#C)OC1=CC(=C(C(=C1)OC)S(=O)(=O)Cl)OC (4-(propargyloxy)-2,6-dimethoxybenzene-1-sulfonyl chloride), OC[C@@](C([C@H](CC(C)C)NC([C@H](CC1=CC=CC=C1)NC([C@H](CC(C)C)NC([C@H](CCC1=CC=CC=C1)NC(CN1CCOCC1)=O)=O)=O)=O)=O)(C)O ((S)—N—((S)-1-(((2R,4S)-1,2-dihydroxy-2,6-dimethyl-3-oxoheptan-4-yl)amino)-1-oxo-3-phenylpropan-2-yl)-4-methyl-2-((S)-2-(2-morpholinoacetamido)-4-phenylbutanamido)pentanamide). Product: COC1=C(C(=CC(=C1)OCC#C)OC)S(=O)(=O)OCC(C([C@@H](NC([C@@H](NC([C@@H](NC([C@@H](NC(CN1CCOCC1)=O)CCC1=CC=CC=C1)=O)CC(C)C)=O)CC1=CC=CC=C1)=O)CC(C)C)=O)(C)O ((4S,7S,10S,13S)-10-Benzyl-15-hydroxy-7,13-diisobutyl-15-methyl-1-morpholino-2,5,8,11,14-pentaoxo-4-phenethyl-3,6,9,12-tetraazahexadecan-16-yl 2,6-dimethoxy-4-(prop-2-yn-1-yloxy)benzenesulfonate). Reaction SMILES: [CH2:1]([O:4][C:5]1[CH:10]=[C:9]([O:11][CH3:12])[C:8]([S:13](Cl)(=[O:15])=[O:14])=[C:7]([O:17][CH3:18])[CH:6]=1)[C:2]#[CH:3].[OH:19][CH2:20][C@:21]([OH:71])([CH3:70])[C:22](=[O:69])[C@@H:23]([NH:28][C:29](=[O:68])[C@@H:30]([NH:38][C:39](=[O:67])[C@@H:40]([NH:45][C:46](=[O:66])[C@@H:47]([NH:56][C:57](=[O:65])[CH2:58][N:59]1[CH2:64][CH2:63][O:62][CH2:61][CH2:60]1)[CH2:48][CH2:49][C:50]1[CH:55]=[CH:54][CH:53]=[CH:52][CH:51]=1)[CH2:41][CH:42]([CH3:44])[CH3:43])[CH2:31][C:32]1[CH:37]=[CH:36][CH:35]=[CH:34][CH:33]=1)[CH2:24][CH:25]([CH3:27])[CH3:26]>>[CH3:12][O:11][C:9]1[CH:10]=[C:5]([O:4][CH2:1][C:2]#[CH:3])[CH:6]=[C:7]([O:17][CH3:18])[C:8]=1[S:13]([O:19][CH2:20][C:21]([OH:71])([CH3:70])[C:22](=[O:69])[C@H:23]([CH2:24][CH:25]([CH3:26])[CH3:27])[NH:28][C:29](=[O:68])[C@H:30]([CH2:31][C:32]1[CH:37]=[CH:36][CH:35]=[CH:34][CH:33]=1)[NH:38][C:39](=[O:67])[C@H:40]([CH2:41][CH:42]([CH3:44])[CH3:43])[NH:45][C:46](=[O:66])[C@H:47]([CH2:48][CH2:49][C:50]1[CH:55]=[CH:54][CH:53]=[CH:52][CH:51]=1)[NH:56][C:57](=[O:65])[CH2:58][N:59]1[CH2:64][CH2:63][O:62][CH2:61][CH2:60]1)(=[O:15])=[O:14]. Procedure details: Prepared in a similar manner to compound 13, except from 4-(propargyloxy)-2,6-dimethoxybenzene-1-sulfonyl chloride and (S)—N—((S)-1-(((2R,4S)-1,2-dihydroxy-2,6-dimethyl-3-oxoheptan-4-yl)amino)-1-oxo-3-phenylpropan-2-yl)-4-methyl-2-((S)-2-(2-morpholinoacetamido)-4-phenylbutanamido)pentanamide. Starting materials: C1(=CC=CC=C1)C=1N=C(OC1C1=CC=CC=C1)C=1[C@@H](CCCC1)CC=1C=C(C(=O)OC)C=CC1 (methyl (S)-3-{[2-(4,5-diphenyloxazol-2-yl)-2-cyclohexen-1-yl]methyl}benzoate), [OH-].[Na+] (NaOH). Solvent: C(C)O (ethanol), O1CCCC1 (tetrahydrofuran). Conditions: time 24 hour. The product is C1(=CC=CC=C1)C=1N=C(OC1C1=CC=CC=C1)C=1[C@@H](CCCC1)CC=1C=C(C(=O)O)C=CC1 ((S)-3-{[2-(4,5-diphenyl-oxazol-2-yl)-2-cyclohexen-1-yl]methyl}benzoic acid). RXN SMILES: [C:1]1([C:7]2[N:8]=[C:9]([C:18]3[C@H:19]([CH2:24][C:25]4[CH:26]=[C:27]([CH:32]=[CH:33][CH:34]=4)[C:28]([O:30]C)=[O:29])[CH2:20][CH2:21][CH2:22][CH:23]=3)[O:10][C:11]=2[C:12]2[CH:17]=[CH:16][CH:15]=[CH:14][CH:13]=2)[CH:6]=[CH:5][CH:4]=[CH:3][CH:2]=1.[OH-].[Na+]>C(O)C.O1CCCC1>[C:1]1([C:7]2[N:8]=[C:9]([C:18]3[C@H:19]([CH2:24][C:25]4[CH:26]=[C:27]([CH:32]=[CH:33][CH:34]=4)[C:28]([OH:30])=[O:29])[CH2:20][CH2:21][CH2:22][CH:23]=3)[O:10][C:11]=2[C:12]2[CH:17]=[CH:16][CH:15]=[CH:14][CH:13]=2)[CH:2]=[CH:3][CH:4]=[CH:5][CH:6]=1 |f:1.2|. Reported procedure: To a solution of methyl (S)-3-{[2-(4,5-diphenyloxazol-2-yl)-2-cyclohexen-1-yl]methyl}benzoate (0.3 g) in a mixture of ethanol (8 ml) and tetrahydrofuran (5 ml) was added 1N-NaOH solution (3.5 ml). After being stirred for 24 hours at the same temperature, the solvent was removed. The residue was partitioned between ethyl acetate and lN-HCl and the organic layer was washed with brine. The dried solvent was evaporated in vacuo and the obtained solid was washed with a mixture hexane and ether to aff... The reactants are CC(C)(C)OC(=O)NN=C(CCCC(=O)O)c1ccc(F)cc1, CO. Yields the product CC(C)(C)OC(=O)NN1C(=O)CCCC1c1ccc(F)cc1. As a reaction SMILES: [C:1]([CH3:2])([CH3:3])([CH3:4])[O:5][C:6](=[O:7])[NH:8][N:9]=[C:10]([CH2:11][CH2:12][CH2:13][C:14](=[O:15])[OH:16])[c:17]1[cH:18][cH:19][c:20]([F:23])[cH:21][cH:22]1.[CH3:24][OH:25]>>[C:1]([CH3:2])([CH3:3])([CH3:4])[O:5][C:6](=[O:7])[NH:8][N:9]1[CH:10]([c:17]2[cH:18][cH:19][c:20]([F:23])[cH:21][cH:22]2)[CH2:11][CH2:12][CH2:13][C:14]1=[O:15]. Reactants: ClC1=CC=C(C=C1)C1=CC=C(S1)CC(=O)OC (Methyl 5-p-chlorophenylthien-2-ylacetate), C(C)(=O)[O-].[Na+] (sodium acetate), BrBr (bromine), ice water, [OH-].[Na+] (sodium hydroxide). The solvent is C(C)(=O)O (acetic acid), C(C)(=O)O (acetic acid), O (water), C(C)O (ethanol). Conditions: time 2 hour. The product is BrC=1C=C(SC1C1=CC=C(C=C1)Cl)CC(=O)O (α-(4-bromo-5 -p-chlorophenylthien-2-yl)acetic acid). As a reaction SMILES: [Cl:1][C:2]1[CH:7]=[CH:6][C:5]([C:8]2[S:12][C:11]([CH2:13][C:14]([O:16]C)=[O:15])=[CH:10][CH:9]=2)=[CH:4][CH:3]=1.C([O-])(=O)C.[Na+].[Br:23]Br.[OH-].[Na+]>C(O)(=O)C.O.C(O)C>[Br:23][C:9]1[CH:10]=[C:11]([CH2:13][C:14]([OH:16])=[O:15])[S:12][C:8]=1[C:5]1[CH:6]=[CH:7][C:2]([Cl:1])=[CH:3][CH:4]=1 |f:1.2,4.5|. Procedure: Methyl 5-p-chlorophenylthien-2-ylacetate (5.32 g.) was stirred with a mixture of glacial acetic acid (100 ml.) and sodium acetate (4.8 g.). A solution of bromine (1 ml.) in glacial acetic acid (15 ml.) was added. The mixture was stirred for two hours and then poured into ice/waer (1 l.). After 4 days at ambient temperature the mixture was extracted with ether (4 × 200 ml.), the combined ethereal extracts were successively washed with water (3 × 200 ml.), 10% w/v aqueous sodium bicarbonate (2 × 2... Starting materials: Cl (hydrochloric acid), BrBr (bromine), C1(=CC=CC=C1)P(OC1=CC=CC=C1)(=O)Cl (phenyl phenylphosphonochloridate), N1CCOCC1 (morpholine), O(C1=CC=CC=C1)CC1=NC2C(N(C2S1)C(C(=O)OCC1=CC=C(C=C1)[N+](=O)[O-])=C(C)O)=O (p-nitrobenzyl α-(3-phenoxymethyl-7-oxo-4-thia-2,6-diazabicyclo(3,2,0)hept-2-en-6-yl)-α-(1-hydroxyethylidene)acetate). Solvent: N1=CC=CC=C1 (pyridine), O1CCCC1 (tetrahydrofuran), C(C)N(CC)CC (triethylamine). Run at temperature 20 celsius, time 2 hour. The product is O(C1=CC=CC=C1)CC(=O)NC1[C@@H]2N(C(=C(CS2)O)C(=O)OCC2=CC=C(C=C2)[N+](=O)[O-])C1=O (p-Nitrobenzyl 7-phenoxyacetamido-3-hydroxy-3-cephem-4-carboxylate). Reaction SMILES: [O:1]([CH2:8][C:9]1[S:15][CH:14]2[CH:11]([C:12](=[O:33])[N:13]2[C:16](=[C:30]([OH:32])[CH3:31])[C:17]([O:19][CH2:20][C:21]2[CH:26]=[CH:25][C:24]([N+:27]([O-:29])=[O:28])=[CH:23][CH:22]=2)=[O:18])[N:10]=1)[C:2]1[CH:7]=[CH:6][CH:5]=[CH:4][CH:3]=1.C1(P(Cl)(=O)[O:41]C2C=CC=CC=2)C=CC=CC=1.N1CCOCC1.BrBr.Cl>O1CCCC1.N1C=CC=CC=1.C(N(CC)CC)C>[O:1]([CH2:8][C:9]([NH:10][CH:11]1[C:12](=[O:33])[N:13]2[C:16]([C:17]([O:19][CH2:20][C:21]3[CH:26]=[CH:25][C:24]([N+:27]([O-:29])=[O:28])=[CH:23][CH:22]=3)=[O:18])=[C:30]([OH:32])[CH2:31][S:15][C@H:14]12)=[O:41])[C:2]1[CH:7]=[CH:6][CH:5]=[CH:4][CH:3]=1. Procedure details: To a stirred solution of p-nitrobenzyl α-(3-phenoxymethyl-7-oxo-4-thia-2,6-diazabicyclo(3,2,0)hept-2-en-6-yl)-α-(1-hydroxyethylidene)acetate (9.38 g.) in tetrahydrofuran (120 ml.) under a nitrogen atmosphere at 20° C. was added triethylamine (3.21 ml.) followed by phenyl phenylphosphonochloridate (5.82 g.) After stirring for 2 hours at 20° C., the reaction mixture was cooled to 0° C. and morpholine (4.01 ml.) added. After stirring for 2.5 hours at 0°-5° C., the mixture was cooled to -30° to -35°... The reactants are Cl (HCl), ClCC(OC1=C(C=CC=C1)[N+](=O)[O-])CCl (1-(2-chloro-1-chloromethyl-ethoxy)-2-nitro-benzene), ClCS(=O)(=O)C1=CC=CC2=CC=CC=C12 (1-chloromethane-sulfonyl-naphthalene), CC(C)([O-])C.[K+] (potassium t-butoxide). Run in C1CCOC1 (THF). Run at temperature -40 celsius, time 5 hour. The product is ClCC(OC=1C(=C(C=CC1)CS(=O)(=O)C1=CC=CC2=CC=CC=C12)[N+](=O)[O-])CCl (1-[3-(2-Chloro-1-chloromethyl-ethoxy)-2-nitro-phenylmethane-sulfonyl]-naphthalene). The yield is 66.3%. Reaction SMILES: [Cl:1][CH2:2][CH:3]([CH2:14][Cl:15])[O:4][C:5]1[CH:10]=[CH:9][CH:8]=[CH:7][C:6]=1[N+:11]([O-:13])=[O:12].Cl[CH2:17][S:18]([C:21]1[C:30]2[C:25](=[CH:26][CH:27]=[CH:28][CH:29]=2)[CH:24]=[CH:23][CH:22]=1)(=[O:20])=[O:19].CC(C)([O-])C.[K+].Cl>C1COCC1>[Cl:1][CH2:2][CH:3]([CH2:14][Cl:15])[O:4][C:5]1[C:6]([N+:11]([O-:13])=[O:12])=[C:7]([CH2:17][S:18]([C:21]2[C:30]3[C:25](=[CH:26][CH:27]=[CH:28][CH:29]=3)[CH:24]=[CH:23][CH:22]=2)(=[O:19])=[O:20])[CH:8]=[CH:9][CH:10]=1 |f:2.3|. Procedure: A mixture of 1-(2-chloro-1-chloromethyl-ethoxy)-2-nitro-benzene (2) (2.0 g, 8 mmoles) and 1-chloromethane-sulfonyl-naphthalene (2.88 g, 12 mmoles) in THF at −78° C., under nitrogen, was treated dropwise over a 30 minute period with a solution of 1M potassium t-butoxide (18 ml, 18 mmoles). The reaction temperature was allowed to rise to −40° C. The reaction mixture was stirred at −40° C. for 5 hours poured into cold 2N HCl and extracted with EtOAc. The extracts were combined, dried over Na2SO4, a... The reactants are CC(C)O, Cl, CC(C)(C)OC(=O)N1CCC(n2cc(-c3cnc(N)c(-c4nc5ccccc5o4)c3)c(C=O)n2)CC1. The product is Cl, Nc1ncc(-c2cn(C3CCNCC3)nc2C=O)cc1-c1nc2ccccc2o1. As a reaction SMILES: [CH3:2][CH:3]([OH:4])[CH3:5].[ClH:1].[NH2:6][c:7]1[c:8](-[c:33]2[o:34][c:35]3[c:36]([n:37]2)[cH:38][cH:39][cH:40][cH:41]3)[cH:9][c:10](-[c:13]2[c:14]([CH:31]=[O:32])[n:15][n:16]([CH:18]3[CH2:19][CH2:20][N:21]([C:24]([O:25][C:26]([CH3:27])([CH3:28])[CH3:29])=[O:30])[CH2:22][CH2:23]3)[cH:17]2)[cH:11][n:12]1>>[ClH:1].[NH2:6][c:7]1[c:8](-[c:33]2[o:34][c:35]3[c:36]([n:37]2)[cH:38][cH:39][cH:40][cH:41]3)[cH:9][c:10](-[c:13]2[c:14]([CH:31]=[O:32])[n:15][n:16]([CH:18]3[CH2:19][CH2:20][NH:21][CH2:22][CH2:23]3)[cH:17]2)[cH:11][n:12]1.